describe an organic reaction: reactants, conditions, products, and yield From a dataset of the Open Reaction Database (ORD), a public repository of structured organic reaction records. Reactants: NC1=NOC(=C1)C(C)(C)C (3-amino-5-t-butylisoxazole), FC=1C=NC2=CC(=C(C=C2C1OC=1C=C2C=CC=C(C2=CC1)C(=O)O)OC)OC (6-(3-fluoro-6,7-dimethoxyquinolin-4-yloxy)-1-naphthoic acid), C(C(=O)Cl)(=O)Cl (oxalyl chloride), FC=1C=NC2=CC(=C(C=C2C1OC=1C=C2C=CC=C(C2=CC1)C(=O)Cl)OC)OC (6-(3-fluoro-6,7-dimethoxyquinolin-4-yloxy)-1-naphthoyl chloride). Solvent: N1=CC=CC=C1 (Pyridine). Reaction conditions: temperature 80 celsius, time 10 hour. Yields the product CC(C)(C)C1=CC(=NO1)NC(=O)C1=CC=CC2=CC(=CC=C12)OC1=C(C=NC2=CC(=C(C=C12)OC)OC)F (N-(5-(1,1-dimethylethyl)-3-isoxazolyl)-6-((3-fluoro-6,7-bis(methoxy)-4-quinolinyl)oxy)-1-naphthalenecarboxamide). Reaction SMILES: [F:1][C:2]1[CH:3]=[N:4][C:5]2[C:10]([C:11]=1[O:12][C:13]1[CH:14]=[C:15]3[C:20](=[CH:21][CH:22]=1)[C:19]([C:23](Cl)=[O:24])=[CH:18][CH:17]=[CH:16]3)=[CH:9][C:8]([O:26][CH3:27])=[C:7]([O:28][CH3:29])[CH:6]=2.FC1C=NC2C(C=1OC1C=C3C(=CC=1)C(C(O)=O)=CC=C3)=CC(OC)=C(OC)C=2.C(Cl)(=O)C(Cl)=O.[NH2:65][C:66]1[CH:70]=[C:69]([C:71]([CH3:74])([CH3:73])[CH3:72])[O:68][N:67]=1>N1C=CC=CC=1>[CH3:72][C:71]([C:69]1[O:68][N:67]=[C:66]([NH:65][C:23]([C:19]2[C:20]3[C:15](=[CH:14][C:13]([O:12][C:11]4[C:10]5[C:5](=[CH:6][C:7]([O:28][CH3:29])=[C:8]([O:26][CH3:27])[CH:9]=5)[N:4]=[CH:3][C:2]=4[F:1])=[CH:22][CH:21]=3)[CH:16]=[CH:17][CH:18]=2)=[O:24])[CH:70]=1)([CH3:74])[CH3:73]. Procedure: Pyridine (1.0 mL) was added to a mixture of 6-(3-fluoro-6,7-dimethoxyquinolin-4-yloxy)-1-naphthoyl chloride (prepared from 6-(3-fluoro-6,7-dimethoxyquinolin-4-yloxy)-1-naphthoic acid and oxalyl chloride by the procedure described in Example 273) (0.044 g, 0.107 mmol) and 3-amino-5-t-butylisoxazole (0.075 g, 0.535 mmol). The mixture stirred at 80° C. for 10 h and was then cooled to RT. The mixture was concentrated and the residue was purified by preparative thin layer chromatography on silica gel... Reactants: FC=1C=C(C=CC1)C1=NC2=CC=CC=C2C(=N1)C(=O)O (2-(3-fluorophenyl)quinazoline-4-carboxylic acid), Cl.OC1=C2CCNCC2=CC=C1N(C)C (5-hydroxy-6-dimethylamino-1,2,3,4-tetrahydroisoquinoline hydrochloride). The product is FC=1C=C(C=CC1)C1=NC2=CC=CC=C2C(=N1)C(=O)N1CC2=CC=C(C(=C2CC1)O)N(C)C (2-[[2-(3-fluorophenyl)quinazolin-4-yl]carbonyl]-5-hydroxy-6-dimethylamino-1,2,3,4-tetrahydroisoquinoline). Yield: 11.0%. RXN SMILES: [F:1][C:2]1[CH:3]=[C:4]([C:8]2[N:17]=[C:16]([C:18]([OH:20])=O)[C:15]3[C:10](=[CH:11][CH:12]=[CH:13][CH:14]=3)[N:9]=2)[CH:5]=[CH:6][CH:7]=1.Cl.[OH:22][C:23]1[C:32]([N:33]([CH3:35])[CH3:34])=[CH:31][CH:30]=[C:29]2[C:24]=1[CH2:25][CH2:26][NH:27][CH2:28]2>>[F:1][C:2]1[CH:3]=[C:4]([C:8]2[N:17]=[C:16]([C:18]([N:27]3[CH2:26][CH2:25][C:24]4[C:29](=[CH:30][CH:31]=[C:32]([N:33]([CH3:35])[CH3:34])[C:23]=4[OH:22])[CH2:28]3)=[O:20])[C:15]3[C:10](=[CH:11][CH:12]=[CH:13][CH:14]=3)[N:9]=2)[CH:5]=[CH:6][CH:7]=1 |f:1.2|. Procedure: Reaction of 2-(3-fluorophenyl)quinazoline-4-carboxylic acid with 5-hydroxy-6-dimethylamino-1,2,3,4-tetrahydroisoquinoline hydrochloride gave compound 45 (11% yield) as a brown solid. 1H NMR (300 MHz, CDCl3) δ 2.66 and 3.15 (2d, 6H), 2.85 and 3.07 (2t, 2H), 3.58 and 4.21 (2t, 2H), 4.49 and 5.09 (2s, 2H), 6.34 and 6.82 (2d, 1H), 6.97 and 7.15 (2d, 1H), 7.19-8.06 (m, 6H), 8.13-8.18 (m, 1H), 8.34-8.47 (m, 2H); MS (ESI) m/z 443 ([M+H]+). Starting materials: C(C1=CC=CC=C1)OC1=CC=C(C=C1)CC(C(=O)OCC)O (ethyl 3-(4-benzyloxyphenyl)lactate), CCOC(=O)/N=N/C(=O)OCC (diethylazodicarboxylate), C(#N)C1=CC=C(C=C1)O (4-cyanophenol), C1(=CC=CC=C1)P(C1=CC=CC=C1)C1=CC=CC=C1 (triphenylphosphine). The solvent is C1(=CC=CC=C1)C (toluene). Yields the product C(C1=CC=CC=C1)OC1=CC=C(C=C1)CC(C(=O)OCC)OC1=CC=C(C=C1)C#N (Ethyl 3-(4-benzyloxyphenyl)-2-(4-cyanophenoxy)propionate). Yield: 45.9%. As a reaction SMILES: [CH2:1]([O:8][C:9]1[CH:14]=[CH:13][C:12]([CH2:15][CH:16]([OH:22])[C:17]([O:19][CH2:20][CH3:21])=[O:18])=[CH:11][CH:10]=1)[C:2]1[CH:7]=[CH:6][CH:5]=[CH:4][CH:3]=1.[C:23]([C:25]1[CH:30]=[CH:29][C:28](O)=[CH:27][CH:26]=1)#[N:24].C1(P(C2C=CC=CC=2)C2C=CC=CC=2)C=CC=CC=1.CCOC(/N=N/C(OCC)=O)=O>C1(C)C=CC=CC=1>[CH2:1]([O:8][C:9]1[CH:14]=[CH:13][C:12]([CH2:15][CH:16]([O:22][C:28]2[CH:29]=[CH:30][C:25]([C:23]#[N:24])=[CH:26][CH:27]=2)[C:17]([O:19][CH2:20][CH3:21])=[O:18])=[CH:11][CH:10]=1)[C:2]1[CH:7]=[CH:6][CH:5]=[CH:4][CH:3]=1. Procedure: In a similar manner to that described in Example 122, a reaction was carried out using ethyl 3-(4-benzyloxyphenyl)lactate (1.01 g), which is the product of Reference example 1(b), 4-cyanophenol (481 mg), triphenylphosphine (1.06 g) and solution of diethylazodicarboxylate in toluene (40%, 0.73 ml) and the reaction mixture was treated to afford the desired compound (619 mg) as a colorless oil. Starting materials: COC1=C(C[C@H]2OC(OC2)(C)C)C=CC=C1 ((R)-4-(2-methoxybenzyl)-2,2-dimethyl-1,3-dioxolane). The solvent is C(C)O (ethanol). Reaction conditions: time 2 hour. Yields the product COC1=C(C=CC=C1)C[C@H](CO)O ((R)-3-(2- methoxyphenyl)propane-1,2-diol). The yield is 89.8%. As a reaction SMILES: [CH3:1][O:2][C:3]1[CH:16]=[CH:15][CH:14]=[CH:13][C:4]=1[CH2:5][C@@H:6]1[CH2:10][O:9]C(C)(C)[O:7]1>C(O)C>[CH3:1][O:2][C:3]1[CH:16]=[CH:15][CH:14]=[CH:13][C:4]=1[CH2:5][C@@H:6]([OH:7])[CH2:10][OH:9]. Procedure details: (R)-4-(2-methoxybenzyl)-2,2-dimethyl-1,3-dioxolane(2.2 g) was dissolved in ethanol (20 ml) and to 6N-aqueoushydrochloric acid solution was added and stirred for 2 hours atroom temperature. After evaporating ethanol in vacuo, water wasadded and extracted with ethyl acetate. After washing with aqueoussaturated sodium bicarbonate solution, it was dried over sodiumsulfate and evaporated in vacuo to give (R)-3-(2- methoxyphenyl)propane-1,2-diol (1.62 g). Starting materials: methanolic solution, COS(=O)(=O)O (methoxysulfonic acid), B(OC)(OC)OC (trimethyl borate), S1(=O)(=O)CCCC1 (sulfolane), CC(=O)OCC1=C(N2[C@@H]([C@@H](C2=O)N)SC1)C(=O)O (7-ACA), N (ammonia). Conditions: temperature 20 celsius, time 1.5 hour. The product is NC1[C@@H]2N(C(=C(CS2)COC)C(=O)O)C1=O (7-amino-3-methoxymethyl-3-cephem-4-carboxylic acid). Isolated yield 115.5%. RXN SMILES: COS(O)(=O)=O.B(OC)(OC)OC.S1(CCCC1)(=O)=O.C[C:22]([O:24][CH2:25][C:26]1[CH2:35][S:34][C@@H:29]2[C@H:30]([NH2:33])[C:31](=[O:32])[N:28]2[C:27]=1[C:36]([OH:38])=[O:37])=O.N>>[NH2:33][CH:30]1[C:31](=[O:32])[N:28]2[C:27]([C:36]([OH:38])=[O:37])=[C:26]([CH2:25][O:24][CH3:22])[CH2:35][S:34][C@H:29]12. Procedure: 8.94 g of a methanolic solution of methoxysulfonic acid (prepared as described in Preparation 2) and 2.10 g of trimethyl borate were added to 15 ml of sulfolane. The mixture was cooled to 20° C. 2.74 g of 7-ACA were added to the mixture and the mixture was stirred for 1.5 hours at 20° C. The progress of the reaction was examined by high performance liquid chromatography (HPLC). After completion of the reaction, the reaction mixture was poured over crushed ice and the pH was adjusted to 3.5 by ad... The reactants are FC1=CC(=C(C=C1F)C1=CC=C(C=C1)OCC1=CC=C2C=CNC2=C1)OC (6-(4′,5′-difluoro-2′-methoxy-biphenyl-4-yloxymethyl)-1H-indole), C(C)(C)(C)OC(=O)N1C=CC2=C(C=CC=C12)COC1=CC=C(C=C1)C1=C(C=C(C(=C1)F)F)OC (4-(4′,5′-difluoro-2′-methoxy-biphenyl-4-yloxymethyl)-indole-1-carboxylic acid tert-butyl ester), solid. Yields the product FC1=CC(=C(C=C1F)C1=CC=C(C=C1)OCC1=C2C=CNC2=CC=C1)OC (4-(4′,5′-Difluoro-2′-methoxy-biphenyl-4-yloxymethyl)-1H-indole). As a reaction SMILES: FC1C(F)=CC(C2C=CC(OCC3C=C4C(C=CN4)=CC=3)=CC=2)=C(OC)C=1.C(OC([N:35]1[C:43]2[C:38](=[C:39]([CH2:44][O:45][C:46]3[CH:51]=[CH:50][C:49]([C:52]4[CH:57]=[C:56]([F:58])[C:55]([F:59])=[CH:54][C:53]=4[O:60][CH3:61])=[CH:48][CH:47]=3)[CH:40]=[CH:41][CH:42]=2)[CH:37]=[CH:36]1)=O)(C)(C)C>>[F:59][C:55]1[C:56]([F:58])=[CH:57][C:52]([C:49]2[CH:50]=[CH:51][C:46]([O:45][CH2:44][C:39]3[CH:40]=[CH:41][CH:42]=[C:43]4[C:38]=3[CH:37]=[CH:36][NH:35]4)=[CH:47][CH:48]=2)=[C:53]([O:60][CH3:61])[CH:54]=1. Procedure details: 4-(4′,5′-Difluoro-2′-methoxy-biphenyl-4-yloxymethyl)-1H-indole was synthesized by a procedure similar to 6-(4′,5′-difluoro-2′-methoxy-biphenyl-4-yloxymethyl)-1H-indole from starting material 4-(4′,5′-difluoro-2′-methoxy-biphenyl-4-yloxymethyl)-indole-1-carboxylic acid tert-butyl ester to yield the product was a white solid (156 mg, 99%). LC-MS (ES) calculated for C22H17F2NO2, 365.1; found m/z 366 [M+H]+. Starting materials: C=CCCCCCOC(=O)NC(CCCC)C(=O)O, ClCCCl, CCOC(C)=O, CCN(C(C)C)C(C)C, [Cl-], Cl, On1nnc2cccnc21, C=Cc1ccc2nc(-c3ccccc3)cc(OC3CNC(C(=O)OC)C3)c2c1. Product: C=CCCCCCOC(=O)NC(CCCC)C(=O)N1CC(Oc2cc(-c3ccccc3)nc3ccc(C=C)cc23)CC1C(=O)OC. RXN SMILES: [CH2:30]([CH2:31][CH2:32][CH2:33][CH2:34][CH:35]=[CH2:36])[O:37][C:38](=[O:39])[NH:40][CH:41]([CH2:42][CH2:43][CH2:44][CH3:45])[C:46](=[O:47])[OH:48].[CH2:49]([Cl:50])[CH2:51][Cl:52].[CH3:73][CH2:74][O:75][C:76]([CH3:77])=[O:78].[CH:63]([N:64]([CH2:65][CH3:66])[CH:67]([CH3:68])[CH3:69])([CH3:70])[CH3:71].[Cl-:1].[ClH:72].[OH:53][n:54]1[c:55]2[n:56][cH:57][cH:58][cH:59][c:60]2[n:61][n:62]1.[c:2]1(-[c:8]2[n:9][c:10]3[cH:11][cH:12][c:13]([CH:28]=[CH2:29])[cH:14][c:15]3[c:16]([O:18][CH:19]3[CH2:20][CH:21]([C:24](=[O:25])[O:26][CH3:27])[NH:22][CH2:23]3)[cH:17]2)[cH:3][cH:4][cH:5][cH:6][cH:7]1>>[c:2]1(-[c:8]2[n:9][c:10]3[cH:11][cH:12][c:13]([CH:28]=[CH2:29])[cH:14][c:15]3[c:16]([O:18][CH:19]3[CH2:20][CH:21]([C:24](=[O:25])[O:26][CH3:27])[N:22]([C:46]([CH:41]([NH:40][C:38]([O:37][CH2:30][CH2:31][CH2:32][CH2:33][CH2:34][CH:35]=[CH2:36])=[O:39])[CH2:42][CH2:43][CH2:44][CH3:45])=[O:47])[CH2:23]3)[cH:17]2)[cH:3][cH:4][cH:5][cH:6][cH:7]1. The reactants are C(C=C)(=O)N (acrylamide), C(C=C)N(C=CC=C(C#N)C#N)CC=C (3-diallylaminoallylidenmalononitrile), C(C=C)N (allylamine), NC=CC=C(C#N)C#N (aminoallylidenmalononitrile). The solvent is C(C)O (ethanol), CC(=O)C (acetone), C(C)O (ethanol), Cl (hydrochloric acid). Reaction conditions: temperature 90 celsius, time 20 hour. Product: C(C(=C)C)(=O)N.C(C=C)N(CC=C)C=CC=C(C#N)C#N (methacrylamide diallylaminoallylidenmalononitrile). As a reaction SMILES: [CH2:1]([N:4]([CH2:13][CH:14]=[CH2:15])[CH:5]=[CH:6][CH:7]=[C:8]([C:11]#[N:12])[C:9]#[N:10])[CH:2]=[CH2:3].C(N)C=C.C(N)(=[O:23])C=C.NC=CC=C(C#N)C#N>C(O)C.Cl.CC(C)=O>[C:9]([NH2:10])(=[O:23])[C:8]([CH3:11])=[CH2:7].[CH2:1]([N:4]([CH:5]=[CH:6][CH:7]=[C:8]([C:9]#[N:10])[C:11]#[N:12])[CH2:13][CH:14]=[CH2:15])[CH:2]=[CH2:3] |f:7.8|. Reported procedure: 40 g of intermediate (A) and 10.6 g of allylamine in 580 ml of ethanol and 19.6 ml of 37% hydrochloric acid were dissolved in a flask provided with a stirrer and reflux condenser. Under stirring and raising the mixture temperature up to 90° C., a solution of 107.7 g of acrylamide and 4.2 g of 2.2'-azobisisobutyrronitrile in 648 ml of ethanol was added thereto. The reaction mixture was kept at 90° C. for 20 hours and then poured into 2 liters of acetone; the precipitated product was grinded and w...